This data is from the Open Reaction Database (ORD), a public repository of structured organic reaction records. The task is: describe an organic reaction: reactants, conditions, products, and yield Starting materials: C(C(C)C)OC1=CC(=NC=N1)N1CC(NCC1)=O (4-(6-isobutoxypyrimidin-4-yl)piperazin-2-one), [H-].[Na+] (sodium hydride), ClCC=1OC2=C(N1)C=CC=C2 (2-(chloromethyl)benzo[d]oxazole). Solvent: CN(C)C=O (DMF). Run at time 5 minute. Product: O1C(=NC2=C1C=CC=C2)CN2C(CN(CC2)C2=NC=NC(=C2)OCC(C)C)=O (1-(benzo[d]oxazol-2-ylmethyl)-4-(6-isobutoxypyrimidin-4-yl)piperazin-2-one). Reaction SMILES: [H-].[Na+].[CH2:3]([O:7][C:8]1[N:13]=[CH:12][N:11]=[C:10]([N:14]2[CH2:19][CH2:18][NH:17][C:16](=[O:20])[CH2:15]2)[CH:9]=1)[CH:4]([CH3:6])[CH3:5].Cl[CH2:22][C:23]1[O:24][C:25]2[CH:31]=[CH:30][CH:29]=[CH:28][C:26]=2[N:27]=1>CN(C=O)C>[O:24]1[C:25]2[CH:31]=[CH:30][CH:29]=[CH:28][C:26]=2[N:27]=[C:23]1[CH2:22][N:17]1[CH2:18][CH2:19][N:14]([C:10]2[CH:9]=[C:8]([O:7][CH2:3][CH:4]([CH3:6])[CH3:5])[N:13]=[CH:12][N:11]=2)[CH2:15][C:16]1=[O:20] |f:0.1|. Procedure details: To a suspension of sodium hydride (60% in mineral oil, 2.8 mg, 0.07 mmol) in DMF was added 4-(6-isobutoxypyrimidin-4-yl)piperazin-2-one (16 mg, 0.064 mmol). After 5 min, 2-(chloromethyl)benzo[d]oxazole (10.7 mg, 0.064 mmol) was added, and the mixture was stirred at rt for 30 min. The mixture was quenched with water, extracted with EtOAc (twice). The combined organic layer was dried over sodium sulfate and concentrated in vacuo. The residue was purified by preparative LC-MS to give 9.3 mg (38% yi... Starting materials: COC1=CC=C2C(C(=CN3C(CCC1=C23)C)C(=O)O)=O (6,7-dihydro-8-methoxy-5-methyl-1-oxo-1H,5H-benzo[ij]quinolizine-2-carboxylic acid), Br (hydrobromic acid). The product is OC1=CC=C2C(C(=CN3C(CCC1=C23)C)C(=O)O)=O (6,7-dihydro-8-hydroxy-5-methyl-1-oxo-1H,5H-benzo[ij]quinolizine-2-carboxylic acid). RXN SMILES: C[O:2][C:3]1[C:14]2=[C:15]3[N:10]([CH:11]([CH3:16])[CH2:12][CH2:13]2)[CH:9]=[C:8]([C:17]([OH:19])=[O:18])[C:7](=[O:20])[C:6]3=[CH:5][CH:4]=1.Br>>[OH:2][C:3]1[C:14]2=[C:15]3[N:10]([CH:11]([CH3:16])[CH2:12][CH2:13]2)[CH:9]=[C:8]([C:17]([OH:19])=[O:18])[C:7](=[O:20])[C:6]3=[CH:5][CH:4]=1. Procedure details: Using the procedure of Example 45, 6,7-dihydro-8-methoxy-5-methyl-1-oxo-1H,5H-benzo[ij]quinolizine-2-carboxylic acid is reacted with hydrobromic acid to provide 6,7-dihydro-8-hydroxy-5-methyl-1-oxo-1H,5H-benzo[ij]quinolizine-2-carboxylic acid, m.p. >300° C. The reactants are ClC1=CC=C(C=C1)C1=C(C=NN1C1=CC=CC=C1)CC(=O)O ((5-p-chlorophenyl-1-phenyl-pyrazol-4-yl)-acetic acid), NC1=C(C=CC=C1)O (o-aminophenol). The solvent is polyphosphoric acid. Product: ClC1=CC=C(C=C1)C1=C(C=NN1C1=CC=CC=C1)CC=1OC2=C(N1)C=CC=C2 (5-p-chlorophenyl-1-phenyl-4-(benzoxazol-2-ylmethyl)-pyrazole). RXN SMILES: [Cl:1][C:2]1[CH:7]=[CH:6][C:5]([C:8]2[N:12]([C:13]3[CH:18]=[CH:17][CH:16]=[CH:15][CH:14]=3)[N:11]=[CH:10][C:9]=2[CH2:19][C:20](O)=[O:21])=[CH:4][CH:3]=1.[NH2:23][C:24]1[CH:29]=[CH:28][CH:27]=[CH:26][C:25]=1O>>[Cl:1][C:2]1[CH:3]=[CH:4][C:5]([C:8]2[N:12]([C:13]3[CH:18]=[CH:17][CH:16]=[CH:15][CH:14]=3)[N:11]=[CH:10][C:9]=2[CH2:19][C:20]2[O:21][C:25]3[CH:26]=[CH:27][CH:28]=[CH:29][C:24]=3[N:23]=2)=[CH:6][CH:7]=1. Procedure details: A mixture of 31.3 g of (5-p-chlorophenyl-1-phenyl-pyrazol-4-yl)-acetic acid, 10.9 g of o-aminophenol and 400 ml of polyphosphoric acid is heated at 175° for 2 hours. After cooling and the customary working up, 5-p-chlorophenyl-1-phenyl-4-(benzoxazol-2-ylmethyl)-pyrazole is obtained; m.p. 137°-139°. As a reaction SMILES: C(C1C=C2C(C3C(=O)C4C=CC([O:22][S:23]([C:26]([F:29])([F:28])[F:27])(=O)=[O:24])=CC=4C(C)(C)C=3N2)=CC=1)#N.[CH2:31]([C:33]1[C:54]([OH:55])=[CH:53][C:36]2[C:37]([CH3:52])([CH3:51])[C:38]3[NH:39][C:40]4[N:41]=[C:42]([C:49]#[N:50])[CH:43]=[CH:44][C:45]=4[C:46]=3[C:47](=[O:48])[C:35]=2[CH:34]=1)[CH3:32]>>[C:49]([C:42]1[CH:43]=[CH:44][C:45]2[C:46]3[C:47](=[O:48])[C:35]4[CH:34]=[C:33]([CH2:31][CH3:32])[C:54]([O:55][S:23]([C:26]([F:29])([F:28])[F:27])(=[O:24])=[O:22])=[CH:53][C:36]=4[C:37]([CH3:52])([CH3:51])[C:38]=3[NH:39][C:40]=2[N:41]=1)#[N:50]. Starting materials: C(#N)C1=CC=C2C=3C(C4=C(C(C3NC2=C1)(C)C)C=C(C=C4)OS(=O)(=O)C(F)(F)F)=O (Trifluoro-methanesulfonic acid 3-cyano-6,6-dimethyl-11-oxo-6,11-dihydro-5H-benzo[b]carbazol-8-yl ester), C(C)C1=CC2=C(C(C=3NC=4N=C(C=CC4C3C2=O)C#N)(C)C)C=C1O (7-ethyl-8-hydroxy-10,10-dimethyl-5-oxo-10,11-dihydro-5H-1,11-diaza-benzo[b]fluorene-2-carbonitrile). Yields the product C(#N)C=1C=CC=2C=3C(C4=C(C(C3NC2N1)(C)C)C=C(C(=C4)CC)OS(=O)(=O)C(F)(F)F)=O (Trifluoro-methanesulfonic acid 2-cyano-7-ethyl-10,10-dimethyl-5-oxo-10,11-dihydro-5H-1,11-diaza-benzo[b]fluoren-8-yl ester). Reported procedure: According to the method used for synthesizing Compound B1, 7-ethyl-8-hydroxy-10,10-dimethyl-5-oxo-10,11-dihydro-5H-1,11-diaza-benzo[b]fluorene-2-carbonitrile was subjected to trifluoromethanesulfone esterification to obtain the title compound. The reactants are CS(=O)(=O)OC[C@@H]1CN(C(O1)=O)C1=CC(=C(C=C1)N1CCN(CC1)C(=O)OC(C)(C)C)F ((S)-4-[4-[5-(methanesulfonyloxymethyl)-2-oxo-3-oxazolidinyl]-2-fluorophenyl]-1-piperazinecarboxylic acid, 1,1-dimethylethyl ester), [N-]=[N+]=[N-].[Na+] (sodium azide). Solvent: C(C)(=O)OCC (ethyl acetate), CN(C=O)C (dimethylformamide). Run at temperature 60 celsius. Yields the product N(=[N+]=[N-])C[C@@H]1CN(C(O1)=O)C1=CC(=C(C=C1)N1CCN(CC1)C(=O)OC(C)(C)C)F ((S)-4-[4-[5-(azidomethyl)-2-oxo-3-oxazolidinyl]-2-fluorophenyl]-1-piperazinecarboxylic acid, 1,1-dimethylethyl ester). Yield: 99.8%. Reaction SMILES: CS(O[CH2:6][C@H:7]1[O:11][C:10](=[O:12])[N:9]([C:13]2[CH:18]=[CH:17][C:16]([N:19]3[CH2:24][CH2:23][N:22]([C:25]([O:27][C:28]([CH3:31])([CH3:30])[CH3:29])=[O:26])[CH2:21][CH2:20]3)=[C:15]([F:32])[CH:14]=2)[CH2:8]1)(=O)=O.[N-:33]=[N+:34]=[N-:35].[Na+]>CN(C)C=O.C(OCC)(=O)C>[N:33]([CH2:6][C@H:7]1[O:11][C:10](=[O:12])[N:9]([C:13]2[CH:18]=[CH:17][C:16]([N:19]3[CH2:24][CH2:23][N:22]([C:25]([O:27][C:28]([CH3:30])([CH3:29])[CH3:31])=[O:26])[CH2:21][CH2:20]3)=[C:15]([F:32])[CH:14]=2)[CH2:8]1)=[N+:34]=[N-:35] |f:1.2|. Procedure: A solution of the 16.8 g (35.5 mmol) of the mesylate 3 in 400 mL of dimethylformamide was treated with 11.5 g (177.5 mmol) of sodium azide followed by warming at 60° C. for 16 h. The solution was diluted with ethyl acetate and extracted with water. The organic layer was dried (Na2SO4) and concentrated in vacuo to afford 14.9 g (100%) of the azide 4 as a light yellow solid, mp 101°-104° C., sufficiently pure for further use. Run in CN(C=O)C (dimethylformamide). Procedure: Eight g of the compound of Example 2 was combined with 16.3 g of potassium carbonate and 4.6 g of 1-(2-chloroethyl)piperidine hydrochloride in 75 ml of dimethylformamide under anhydrous conditions, and the process was carried out and the product isolated as described in Example 6 above. The 9.5 g of product from the chromatography was recrystallized from isopropanol to obtain 8.74 g of the desired product, m.p. 130°-133° C. Reactants: OC1=CC=C(C=C1)C1C2=CC=CC=C2C2=CC=C3C(=C12)C=CC(=C3)OC (11-(4-hydroxyphenyl)-3-methoxy-11H-benzo[a]fluorene), C([O-])([O-])=O.[K+].[K+] (potassium carbonate), Cl.ClCCN1CCCCC1 (1-(2-chloroethyl)piperidine hydrochloride). Reaction SMILES: [OH:1][C:2]1[CH:7]=[CH:6][C:5]([CH:8]2[C:20]3[C:15](=[CH:16][CH:17]=[C:18]4[CH:24]=[C:23]([O:25][CH3:26])[CH:22]=[CH:21][C:19]4=3)[C:14]3[C:9]2=[CH:10][CH:11]=[CH:12][CH:13]=3)=[CH:4][CH:3]=1.C(=O)([O-])[O-].[K+].[K+].Cl.Cl[CH2:35][CH2:36][N:37]1[CH2:42][CH2:41][CH2:40][CH2:39][CH2:38]1>CN(C)C=O>[CH3:26][O:25][C:23]1[CH:22]=[CH:21][C:19]2=[C:20]3[C:15](=[CH:16][CH:17]=[C:18]2[CH:24]=1)[C:14]1[C:9](=[CH:10][CH:11]=[CH:12][CH:13]=1)[CH:8]3[C:5]1[CH:4]=[CH:3][C:2]([O:1][CH2:35][CH2:36][N:37]2[CH2:42][CH2:41][CH2:40][CH2:39][CH2:38]2)=[CH:7][CH:6]=1 |f:1.2.3,4.5|. Product: COC1=CC=2C(=C3C(C4=CC=CC=C4C3=CC2)C2=CC=C(C=C2)OCCN2CCCCC2)C=C1 (3-methoxy-11-[4-(2-piperidin-1-ylethoxy)phenyl]-11H-benzo[a]fluorene). Starting materials: ClC1=CC=C(C=C1)C1=NOC2C1CN(C2)C2=C(C=C1C(C(=CN(C1=N2)C2=C(C=C(C=C2)F)F)C(=O)O)=O)F (7-[3-(4-Chloro-phenyl)-3a,4,6,6a-tetrahydro-pyrrolo[3,4-d]isoxazol-5-yl]-1-(2,4-difluoro-phenyl)-6-fluoro-4-oxo-1,4-dihydro-[1,8]naphthyridine-3-carboxylic acid), C(=O)(C(F)(F)F)O (TFA), FC(C(=O)O)(F)F.FC(C1=CC=C(C=N1)C1=NO[C@@H]2[C@H]1CNC2)(F)F (cis-3-(6-Trifluoromethyl-3-pyridyl)-4,5,6,6a-tetrahydro-3aH-pyrrolo[3,4-d]isoxazole trifluoroacetate salt). Yields the product FC1=C(C=CC(=C1)F)N1C=C(C(C2=CC(=C(N=C12)N1CC2C(=NOC2C1)C=1C=NC(=CC1)C(F)(F)F)F)=O)C(=O)O (1-(2,4-Difluoro-phenyl)-6-fluoro-4-oxo-7-[3-(6-trifluoromethyl-pyridin-3-yl)-3a,4,6,6a-tetrahydro-pyrrolo[3,4-d]isoxazol-5-yl]-1,4-dihydro-[1,8]naphthyridine-3-carboxylic acid). Reaction SMILES: ClC1C=CC(C2C3CN([C:16]4[N:25]=[C:24]5[C:19]([C:20](=[O:37])[C:21]([C:34]([OH:36])=[O:35])=[CH:22][N:23]5[C:26]5[CH:31]=[CH:30][C:29]([F:32])=[CH:28][C:27]=5[F:33])=[CH:18][C:17]=4[F:38])CC3ON=2)=CC=1.C(O)(C(F)(F)F)=O.FC(F)(F)C(O)=O.[F:53][C:54]([F:70])([F:69])[C:55]1[N:60]=[CH:59][C:58]([C:61]2[C@@H:65]3[CH2:66][NH:67][CH2:68][C@@H:64]3[O:63][N:62]=2)=[CH:57][CH:56]=1>>[F:33][C:27]1[CH:28]=[C:29]([F:32])[CH:30]=[CH:31][C:26]=1[N:23]1[C:24]2[C:19](=[CH:18][C:17]([F:38])=[C:16]([N:67]3[CH2:68][CH:64]4[CH:65]([C:61]([C:58]5[CH:59]=[N:60][C:55]([C:54]([F:69])([F:53])[F:70])=[CH:56][CH:57]=5)=[N:62][O:63]4)[CH2:66]3)[N:25]=2)[C:20](=[O:37])[C:21]([C:34]([OH:36])=[O:35])=[CH:22]1 |f:2.3|. Procedure details: The title compound was prepared in an analogous manner to acid 101, but using a suitably substituted TFA salt 4d. Acid 103 was isolated as a gold solid.